From a dataset of the Open Reaction Database (ORD), a public repository of structured organic reaction records. describe an organic reaction: reactants, conditions, products, and yield Reactants: C([O-])(O)=O.[Na+] (sodium bicarbonate), C(C)(=O)OCC (ethyl acetate), P(=O)(Cl)(Cl)Cl (phosphoryl chloride), N=1N2C(C(=NC1)N)=CC=C2 (Pyrrolo[2,1-f][1,2,4]triazin-4-amine), P(=O)(Cl)(Cl)Cl (phosphoryl chloride), C([O-])(O)=O.[Na+] (sodium bicarbonate). Solvent: CN(C)C=O (DMF). Reaction conditions: temperature 50 celsius, time 24 hour. Product: NC1=NC=NN2C1=CC=C2C=O (4-Aminopyrrolo[2,1-f][1,2,4]triazine-7-carbaldehyde). RXN SMILES: [N:1]1[N:2]2[CH:10]=[CH:9][CH:8]=[C:3]2[C:4]([NH2:7])=[N:5][CH:6]=1.P(Cl)(Cl)(Cl)=O.[C:16](=O)(O)[O-:17].[Na+].C(OCC)(=O)C>CN(C=O)C>[NH2:7][C:4]1[C:3]2=[CH:8][CH:9]=[C:10]([CH:16]=[O:17])[N:2]2[N:1]=[CH:6][N:5]=1 |f:2.3|. Procedure details: Pyrrolo[2,1-f][1,2,4]triazin-4-amine (20.5 g, 152 mmol) was dissolved in 150 mL DMF. Under ice cooling, phosphoryl chloride (31.3 mL, 336 mmol) was added dropwise at such a rate that the internal temperature did not rise above 30° C. The mixture was then heated for 2 days at 50° C. After cooling, another portion of phosphoryl chloride (14.2 mL, 152 mmol) was added, and stirring was continued for another 24 h at 50° C. After cooling, the reaction batch was slowly poured into a mixture of 2.0 L sa... Starting materials: NC(=O)c1cc(Br)sc1[N+](=O)[O-], CC(C)(O[Si](C)(C)C(C)(C)C)c1ccc(B2OC(C)(C)C(C)(C)O2)cn1, O=C([O-])[O-], C1CCOC1, [Na+], [Na+], O, c1ccc(P(c2ccccc2)(c2ccccc2)[Pd](P(c2ccccc2)(c2ccccc2)c2ccccc2)(P(c2ccccc2)(c2ccccc2)c2ccccc2)P(c2ccccc2)(c2ccccc2)c2ccccc2)cc1. The product is CC(C)(O[Si](C)(C)C(C)(C)C)c1ccc(-c2cc(C(N)=O)c([N+](=O)[O-])s2)cn1. Reaction SMILES: [Br:1][c:2]1[cH:3][c:4]([C:10](=[O:11])[NH2:12])[c:5]([N+:7](=[O:8])[O-:9])[s:6]1.[C:13]([CH3:14])([CH3:15])([CH3:16])[Si:17]([O:18][C:19]([CH3:20])([CH3:21])[c:22]1[n:23][cH:24][c:25]([B:28]2[O:29][C:30]([CH3:31])([CH3:32])[C:33]([CH3:34])([CH3:35])[O:36]2)[cH:26][cH:27]1)([CH3:37])[CH3:38].[C:44](=[O:45])([O-:46])[O-:47].[CH2:39]1[O:40][CH2:41][CH2:42][CH2:43]1.[Na+:48].[Na+:49].[OH2:50].[cH:51]1[cH:52][cH:53][c:54]([P:55]([Pd:56]([P:57]([c:58]2[cH:59][cH:60][cH:61][cH:62][cH:63]2)([c:64]2[cH:65][cH:66][cH:67][cH:68][cH:69]2)[c:70]2[cH:71][cH:72][cH:73][cH:74][cH:75]2)([P:76]([c:77]2[cH:78][cH:79][cH:80][cH:81][cH:82]2)([c:83]2[cH:84][cH:85][cH:86][cH:87][cH:88]2)[c:89]2[cH:90][cH:91][cH:92][cH:93][cH:94]2)[P:95]([c:96]2[cH:97][cH:98][cH:99][cH:100][cH:101]2)([c:102]2[cH:103][cH:104][cH:105][cH:106][cH:107]2)[c:108]2[cH:109][cH:110][cH:111][cH:112][cH:113]2)([c:114]2[cH:115][cH:116][cH:117][cH:118][cH:119]2)[c:120]2[cH:121][cH:122][cH:123][cH:124][cH:125]2)[cH:126][cH:127]1>>[c:2]1(-[c:25]2[cH:24][n:23][c:22]([C:19]([O:18][Si:17]([C:13]([CH3:14])([CH3:15])[CH3:16])([CH3:37])[CH3:38])([CH3:20])[CH3:21])[cH:27][cH:26]2)[cH:3][c:4]([C:10](=[O:11])[NH2:12])[c:5]([N+:7](=[O:8])[O-:9])[s:6]1. The reactants are Cl (HCl), C(C)(C)(C)OC(=O)N1CCC(CC1)N1N=CC(=C1)C=1C=NC(=C(C1)B1OC(C(O1)(C)C)(C)C)N (4-{4-[6-amino-5-(4,4,5,5-tetramethyl-[1,3,2]dioxaborolan-2-yl)-pyridin-3-yl]-pyrazol-1-yl}-piperidine-1-carboxylic acid tert-butyl ester), IC=1SC2=C(N1)CCCC2 (2-iodo-4,5,6,7-tetrahydrobenzothiazole), C([O-])([O-])=O.[K+].[K+] (potassium carbonate). Reagents/catalysts: C=1C=CC(=CC1)[P](C=2C=CC=CC2)(C=3C=CC=CC3)[Pd]([P](C=4C=CC=CC4)(C=5C=CC=CC5)C=6C=CC=CC6)([P](C=7C=CC=CC7)(C=8C=CC=CC8)C=9C=CC=CC9)[P](C=1C=CC=CC1)(C=1C=CC=CC1)C=1C=CC=CC1 (Pd(PPh3)4). Solvent: C(C)OCC (diethyl ether), COCCOC (DME), O (H2O), C(Cl)Cl (DCM). Run at temperature 100 celsius, time 3 hour. Product: N1CCC(CC1)N1N=CC(=C1)C=1C=C(C(=NC1)N)C=1SC2=C(N1)CCCC2 (5-(1-Piperidin-4-yl-1H-pyrazol-4-yl)-3-(4,5,6,7-tetrahydro-benzothiazol-2-yl)-pyridin-2-ylamine). As a reaction SMILES: C(OC([N:8]1[CH2:13][CH2:12][CH:11]([N:14]2[CH:18]=[C:17]([C:19]3[CH:20]=[N:21][C:22]([NH2:34])=[C:23](B4OC(C)(C)C(C)(C)O4)[CH:24]=3)[CH:16]=[N:15]2)[CH2:10][CH2:9]1)=O)(C)(C)C.I[C:36]1[S:37][C:38]2[CH2:44][CH2:43][CH2:42][CH2:41][C:39]=2[N:40]=1.C(=O)([O-])[O-].[K+].[K+].Cl>COCCOC.O.C(Cl)Cl.C(OCC)C.C1C=CC([P]([Pd]([P](C2C=CC=CC=2)(C2C=CC=CC=2)C2C=CC=CC=2)([P](C2C=CC=CC=2)(C2C=CC=CC=2)C2C=CC=CC=2)[P](C2C=CC=CC=2)(C2C=CC=CC=2)C2C=CC=CC=2)(C2C=CC=CC=2)C2C=CC=CC=2)=CC=1>[NH:8]1[CH2:9][CH2:10][CH:11]([N:14]2[CH:18]=[C:17]([C:19]3[CH:24]=[C:23]([C:36]4[S:37][C:38]5[CH2:44][CH2:43][CH2:42][CH2:41][C:39]=5[N:40]=4)[C:22]([NH2:34])=[N:21][CH:20]=3)[CH:16]=[N:15]2)[CH2:12][CH2:13]1 |f:2.3.4,^1:70,72,91,110|. Procedure details: A mixture of 4-{4-[6-amino-5-(4,4,5,5-tetramethyl-[1,3,2]dioxaborolan-2-yl)-pyridin-3-yl]-pyrazol-1-yl}-piperidine-1-carboxylic acid tert-butyl ester (BB8) (30 mg, 0.064 mmol), 2-iodo-4,5,6,7-tetrahydrobenzothiazole (20 mg, 0.077 mmol), potassium carbonate (26 mg, 0.19 mmol), and Pd(PPh3)4 (7.4 mg, 0.0064 mmol) in DME (1.5 mL) and H2O (0.5 mL) was evacuated and refilled with N2 (3×). It was then heated at 100° C. for 30 min in the microwave reactor. The mixture was diluted with EtOAc (30 mL), wa... Reactants: CNC1(C#N)CCC2(CC1)OCCO2, Cn1cncn1, [Li]CCCC, C1CCOC1. Product: CNC1(c2ncnn2C)CCC2(CC1)OCCO2. Reaction SMILES: [CH3:12][NH:13][C:14]1([C:24]#[N:25])[CH2:15][CH2:16][C:17]2([O:18][CH2:19][CH2:20][O:21]2)[CH2:22][CH2:23]1.[CH3:6][n:7]1[n:8][cH:9][n:10][cH:11]1.[Li:1][CH2:2][CH2:3][CH2:4][CH3:5].[O:26]1[CH2:27][CH2:28][CH2:29][CH2:30]1>>[CH3:6][n:7]1[n:8][cH:9][n:10][c:11]1[C:14]1([NH:13][CH3:12])[CH2:15][CH2:16][C:17]2([O:18][CH2:19][CH2:20][O:21]2)[CH2:22][CH2:23]1. Starting materials: BrC1=CN=C2N1N=C(C=C2Br)Cl (3,8-dibromo-6-chloroimidazo[1,2-b]pyridazine), NC1=CC=C(C=C1)S(=O)(=O)NC (4-amino-N-methylbenzenesulfonamide), CC(C)([O-])C.[K+] (Potassium tert-butoxide). Solvent: C1CCOC1 (THF). Conditions: temperature 25 celsius, time 8 hour. The product is BrC1=CN=C2N1N=C(C=C2NC2=CC=C(C=C2)S(=O)(=O)NC)Cl (4-(3-bromo-6-chloroimidazo[1,2-b]pyridazin-8-ylamino)-N-methylbenzenesulfonamide). Isolated yield 55.2%. Reaction SMILES: [Br:1][C:2]1[N:6]2[N:7]=[C:8]([Cl:12])[CH:9]=[C:10](Br)[C:5]2=[N:4][CH:3]=1.[NH2:13][C:14]1[CH:19]=[CH:18][C:17]([S:20]([NH:23][CH3:24])(=[O:22])=[O:21])=[CH:16][CH:15]=1.CC(C)([O-])C.[K+]>C1COCC1>[Br:1][C:2]1[N:6]2[N:7]=[C:8]([Cl:12])[CH:9]=[C:10]([NH:13][C:14]3[CH:19]=[CH:18][C:17]([S:20]([NH:23][CH3:24])(=[O:22])=[O:21])=[CH:16][CH:15]=3)[C:5]2=[N:4][CH:3]=1 |f:2.3|. Procedure: In a 100 ml round bottom flask was added 3,8-dibromo-6-chloroimidazo[1,2-b]pyridazine (0.122 g, 0.391 mmol) from Example XXIV, step (1a), 4-amino-N-methylbenzenesulfonamide (0.080 g, 0.430 mmol), and THF (3.9 ml, 0.1 M). Potassium tert-butoxide (0.976 mL, 0.976 mmol) was added drop-wise and the reaction was stirred at 25° C. overnight. The mixture was concentrated and diluted with ethyl acetate and water. The layers were separated and the organic was washed water (20 ml), then brine (10 ml), dri... Reactants: O=C([O-])CCCC(=O)[O-], CCCC[N+](CCCC)(CCCC)CCCC, CCOC(C)=O, ClCCl. Product: O=C([O-])CCCC(=O)[O-], Cl. As a reaction SMILES: [C:18]([CH2:19][CH2:20][CH2:21][C:22](=[O:23])[O-:24])(=[O:25])[O-:26].[CH3:1][CH2:2][CH2:3][CH2:4][N+:5]([CH2:6][CH2:7][CH2:8][CH3:9])([CH2:10][CH2:11][CH2:12][CH3:13])[CH2:14][CH2:15][CH2:16][CH3:17].[CH3:30][CH2:31][O:32][C:33](=[O:34])[CH3:35].[Cl:27][CH2:28][Cl:29]>>[C:18]([CH2:19][CH2:20][CH2:21][C:22](=[O:23])[O-:24])(=[O:25])[O-:26].[ClH:27]. Reactants: [Li]CCCC, C1CO1, CC(C)(C)NS(=O)(=O)c1ccccc1, C1CCOC1, O. Yields the product CC(C)(C)NS(=O)(=O)c1ccccc1CCO. Reaction SMILES: [CH2:15]([Li:16])[CH2:17][CH2:18][CH3:19].[CH2:20]1[CH2:21][O:22]1.[CH3:1][C:2]([CH3:3])([CH3:4])[NH:5][S:6](=[O:7])(=[O:8])[c:9]1[cH:10][cH:11][cH:12][cH:13][cH:14]1.[O:24]1[CH2:25][CH2:26][CH2:27][CH2:28]1.[OH2:23]>>[CH3:1][C:2]([CH3:3])([CH3:4])[NH:5][S:6](=[O:7])(=[O:8])[c:9]1[c:10]([CH2:20][CH2:21][OH:22])[cH:11][cH:12][cH:13][cH:14]1. RXN SMILES: Cl[C:2]([O:4][CH2:5][CH2:6][Si:7]([CH3:10])([CH3:9])[CH3:8])=[O:3].C([N:18]1[CH2:23][CH2:22][CH:21]([C:24]2[CH:29]=[CH:28][C:27]([F:30])=[CH:26][CH:25]=2)[CH:20]([O:31][CH2:32][C:33]2[CH:42]=[C:41]([O:43][CH2:44][O:45][CH2:46][CH2:47][Si:48]([CH3:51])([CH3:50])[CH3:49])[C:40]3[C:35](=[CH:36][CH:37]=[CH:38][CH:39]=3)[CH:34]=2)[CH2:19]1)C1C=CC=CC=1>>[F:30][C:27]1[CH:28]=[CH:29][C:24]([CH:21]2[CH2:22][CH2:23][N:18]([C:2]([O:4][CH2:5][CH2:6][Si:7]([CH3:10])([CH3:9])[CH3:8])=[O:3])[CH2:19][CH:20]2[O:31][CH2:32][C:33]2[CH:42]=[C:41]([O:43][CH2:44][O:45][CH2:46][CH2:47][Si:48]([CH3:51])([CH3:50])[CH3:49])[C:40]3[C:35](=[CH:36][CH:37]=[CH:38][CH:39]=3)[CH:34]=2)=[CH:25][CH:26]=1. Procedure: In an analogous manner to that described in Example 1(d) by cleavage of the benzyl group by means of β-trimethylsilylethyl chloroformate from (3RS,4RS)-1-benzyl-4-(4-fluoro-phenyl)-3-[4-(2-trimethylsilyl-ethoxymethoxy)-naphthalen-2-ylmethoxy]-piperidine there was obtained β-trimethylsilylethyl (3RS,4RS)-4-(4-fluorophenyl)-3-[4-(2-trimethylsilyl-ethoxymethoxy)-naphthalen-2-yl-methoxy]-piperidine-1-carboxylate as a light yellow oil; MS: 626 (M+H)+. Reactants: ClC(=O)OCC[Si](C)(C)C (β-trimethylsilylethyl chloroformate), C(C1=CC=CC=C1)N1CC(C(CC1)C1=CC=C(C=C1)F)OCC1=CC2=CC=CC=C2C(=C1)OCOCC[Si](C)(C)C ((3RS,4RS)-1-benzyl-4-(4-fluoro-phenyl)-3-[4-(2-trimethylsilyl-ethoxymethoxy)-naphthalen-2-ylmethoxy]-piperidine). Yields the product FC1=CC=C(C=C1)C1C(CN(CC1)C(=O)OCC[Si](C)(C)C)OCC1=CC2=CC=CC=C2C(=C1)OCOCC[Si](C)(C)C (β-trimethylsilylethyl (3RS,4RS)-4-(4-fluorophenyl)-3-[4-(2-trimethylsilyl-ethoxymethoxy)-naphthalen-2-yl-methoxy]-piperidine-1-carboxylate). Reactants: COC(NC1=NC(=CC(=N1)OC)OC)=O (4,6-dimethoxypyrimidin-2-ylcarbamic acid methyl ester), C=1(C(=CC=CC1)S(=O)(=O)N)S(=O)(=O)N (1,2-benzenedisulfonamide), C[Al](C)C (trimethylaluminum), O (water). Reagents/catalysts: Cl (hydrochloric acid). Solvent: C(Cl)Cl (methylene chloride), C(Cl)Cl (methylene chloride), C(C)(=O)O (acetic acid). Product: COC1=NC(=NC(=C1)OC)NC(=O)NS(=O)(=O)C=1C(=CC=CC1)S(=O)(=O)N (N-[(4,6-dimethoxypyrimidin-2-yl)aminocarbonyl]-1,2-benzenedisulfonamide). Isolated yield 17.0%. Reaction SMILES: [C:1]1([S:11]([NH2:14])(=[O:13])=[O:12])[C:2]([S:7]([NH2:10])(=[O:9])=[O:8])=[CH:3][CH:4]=[CH:5][CH:6]=1.C[Al](C)C.C[O:20][C:21](=O)[NH:22][C:23]1[N:28]=[C:27]([O:29][CH3:30])[CH:26]=[C:25]([O:31][CH3:32])[N:24]=1.O>C(Cl)Cl.Cl.C(O)(=O)C>[CH3:30][O:29][C:27]1[CH:26]=[C:25]([O:31][CH3:32])[N:24]=[C:23]([NH:22][C:21]([NH:10][S:7]([C:2]2[C:1]([S:11]([NH2:14])(=[O:13])=[O:12])=[CH:6][CH:5]=[CH:4][CH:3]=2)(=[O:9])=[O:8])=[O:20])[N:28]=1. Reported procedure: To a suspension of 0.7 g of 1,2-benzenedisulfonamide and 1.5 ml of trimethylaluminum in 70 ml of anhydrous methylene chloride was added 0.6 g of 4,6-dimethoxypyrimidin-2-ylcarbamic acid methyl ester under N2 with stirring. After addition, the mixture was stirred at room temperature for 30 minutes and was then heated to reflux for 12 hours. The reaction mixture was then cooled down to room temperature. To this mixture was added 50 ml of methylene chloride, 100 ml of water, 10 ml of acetic acid an... Reactants: CC=C(C)C, COCCCOc1cc(C=O)c(C)cc1OC, CC(C)(C)O, [O-][Cl+][O-], ClCCl, [Na+], [Na+], O=C([O-])O, O. Yields the product COCCCOc1cc(C(=O)O)c(C)cc1OC. As a reaction SMILES: [CH3:18][C:19](=[CH:20][CH3:21])[CH3:22].[CH3:1][O:2][c:3]1[cH:4][c:5]([CH3:17])[c:6]([CH:7]=[O:8])[cH:9][c:10]1[O:11][CH2:12][CH2:13][CH2:14][O:15][CH3:16].[CH3:33][C:34]([OH:35])([CH3:36])[CH3:37].[Cl+:23]([O-:24])[O-:25].[Cl:38][CH2:39][Cl:40].[Na+:26].[Na+:31].[O-:27][C:28]([OH:29])=[O:30].[OH2:32]>>[CH3:1][O:2][c:3]1[cH:4][c:5]([CH3:17])[c:6]([C:7](=[O:8])[OH:24])[cH:9][c:10]1[O:11][CH2:12][CH2:13][CH2:14][O:15][CH3:16].